This data is from the Open Reaction Database (ORD), a public repository of structured organic reaction records. The task is: describe an organic reaction: reactants, conditions, products, and yield As a reaction SMILES: S(O[CH2:12][CH:13]([CH:20]1[CH2:25][CH2:24][CH2:23][CH2:22][CH2:21]1)[C:14]1[CH:19]=[CH:18][CH:17]=[CH:16][CH:15]=1)(C1C=CC(C)=CC=1)(=O)=O.[I-:26].[Na+]>CC(C)=O>[CH:20]1([CH:13]([C:14]2[CH:15]=[CH:16][CH:17]=[CH:18][CH:19]=2)[CH2:12][I:26])[CH2:21][CH2:22][CH2:23][CH2:24][CH2:25]1 |f:1.2|. The solvent is CC(=O)C (acetone). Reported procedure: To a 250 mL round-bottomed flask equipped with condenser and N2 inlet were added 13.9 g (39.4 mmol) 2-(cyclohexyl)-2-phenylethanol tosylate, 80 mL acetone and 6.49 g (43.3 mmol) sodium iodide. The reaction was refluxed 36 hr, cooled, and evaporated. The residue was taken up in ethyl acetate, washed with water and aqueous sodium bisulfite solution, dried over sodium sulfate, and evaporated to an oil, 12.11 g (98%), which was used directly in the next step. Starting materials: S(=O)(=O)(C1=CC=C(C)C=C1)OCC(C1=CC=CC=C1)C1CCCCC1 (2-(cyclohexyl)-2-phenylethanol tosylate), [I-].[Na+] (sodium iodide). The product is C1(CCCCC1)C(CI)C1=CC=CC=C1 (2-(Cyclohexyl)-2-phenyl-1-iodoethane). The reactants are CC(=O)O, O=C1Nc2ccc(I)cc2C1=O, NNC(=O)COc1ccc([N+](=O)[O-])cc1. The product is O=C(COc1ccc([N+](=O)[O-])cc1)NN=C1C(=O)Nc2ccc(I)cc21. Reaction SMILES: [CH3:28][C:29](=[O:30])[OH:31].[I:1][c:2]1[cH:3][c:4]2[c:8]([cH:9][cH:10]1)[NH:7][C:6](=[O:11])[C:5]2=[O:12].[N+:13](=[O:14])([O-:15])[c:16]1[cH:17][cH:18][c:19]([O:20][CH2:21][C:22](=[O:23])[NH:24][NH2:25])[cH:26][cH:27]1>>[I:1][c:2]1[cH:3][c:4]2[c:8]([cH:9][cH:10]1)[NH:7][C:6](=[O:11])[C:5]2=[N:25][NH:24][C:22]([CH2:21][O:20][c:19]1[cH:18][cH:17][c:16]([N+:13](=[O:14])[O-:15])[cH:27][cH:26]1)=[O:23]. Starting materials: ClC1=NC=CC(=N1)C1=C(N=C(S1)C(C)C)C=1C=C(C=CC1)NS(=O)(=O)C1=C(C=CC=C1F)F (N-{3-[5-(2-Chloro-4-pyrimidinyl)-2-(1-methylethyl)-1,3-thiazol-4-yl]phenyl}-2,6-difluorobenzenesulfonamide), ClC1=NC=CC(=N1)C1=C(N=C(S1)N1CCOCC1)C=1C(=C(N)C=CC1)F (3-(5-(2-chloropyrimidin-4-yl)-2-morpholinothiazol-4-yl)-2-fluoroaniline), O1C(=CC=C1)S(=O)(=O)Cl (furan-2-sulfonyl chloride). Product: ClC1=NC=CC(=N1)C1=C(N=C(S1)N1CCOCC1)C=1C(=C(C=CC1)NS(=O)(=O)C=1OC=CC1)F (N-{3-[5-(2-Chloro-4-pyrimidinyl)-2-(4-morpholinyl)-1,3-thiazol-4-yl]-2-fluorophenyl}-2-furansulfonamide). Isolated yield 63.0%. Reaction SMILES: ClC1N=C(C2SC(C(C)C)=NC=2C2C=C(NS(C3C(F)=CC=CC=3F)(=O)=O)C=CC=2)C=CN=1.[Cl:34][C:35]1[N:40]=[C:39]([C:41]2[S:45][C:44]([N:46]3[CH2:51][CH2:50][O:49][CH2:48][CH2:47]3)=[N:43][C:42]=2[C:52]2[C:53]([F:59])=[C:54]([CH:56]=[CH:57][CH:58]=2)[NH2:55])[CH:38]=[CH:37][N:36]=1.[O:60]1[CH:64]=[CH:63][CH:62]=[C:61]1[S:65](Cl)(=[O:67])=[O:66]>>[Cl:34][C:35]1[N:40]=[C:39]([C:41]2[S:45][C:44]([N:46]3[CH2:47][CH2:48][O:49][CH2:50][CH2:51]3)=[N:43][C:42]=2[C:52]2[C:53]([F:59])=[C:54]([NH:55][S:65]([C:61]3[O:60][CH:64]=[CH:63][CH:62]=3)(=[O:67])=[O:66])[CH:56]=[CH:57][CH:58]=2)[CH:38]=[CH:37][N:36]=1. Procedure: Following a procedure analogous to the procedure described in Intermediate 14 using 3-(5-(2-chloropyrimidin-4-yl)-2-morpholinothiazol-4-yl)-2-fluoroaniline (3.0 g, 7.6 mmol) and furan-2-sulfonyl chloride (1.4 g, 8.4 mmol) the title compound of Step A was obtained (2.5 g, 63% yield). 1H NMR (400 MHz, DMSO-d6) δ ppm 8.07 (d, J=5.5 Hz, 1H), 7.59-7.66 (m, 1H), 7.42-7.75 (br, 1H), 7.13-7.20 (m, 2H), 7.02 (d, J=5.5 Hz, 1H), 6.93-6.98 (m, 1H), 6.37-6.42 (m, 2H), 3.50-3.57 (m, 4H), 3.72-3.78 (m, 4H). MS... The reactants are CO, O=[N+]([O-])c1ccc(N2CCCC2)cc1C(F)(F)F. The product is Nc1ccc(N2CCCC2)cc1C(F)(F)F. Reaction SMILES: [CH3:19][OH:20].[N+:1]([O-:2])(=[O:3])[c:4]1[c:5]([C:15]([F:16])([F:17])[F:18])[cH:6][c:7]([N:10]2[CH2:11][CH2:12][CH2:13][CH2:14]2)[cH:8][cH:9]1>>[NH2:1][c:4]1[c:5]([C:15]([F:16])([F:17])[F:18])[cH:6][c:7]([N:10]2[CH2:11][CH2:12][CH2:13][CH2:14]2)[cH:8][cH:9]1. Starting materials: CCc1cc(N(C)C(=O)OC(C)(C)C)ccc1OCC(=O)OC, O=C(O)C(F)(F)F. The product is CCc1cc(NC)ccc1OCC(=O)OC. Reaction SMILES: [CH3:1][O:2][C:3]([CH2:4][O:5][c:6]1[c:7]([CH2:21][CH3:22])[cH:8][c:9]([N:12]([CH3:13])[C:14]([O:15][C:16]([CH3:17])([CH3:18])[CH3:19])=[O:20])[cH:10][cH:11]1)=[O:23].[F:24][C:25]([F:26])([F:27])[C:28]([OH:29])=[O:30]>>[CH3:1][O:2][C:3]([CH2:4][O:5][c:6]1[c:7]([CH2:21][CH3:22])[cH:8][c:9]([NH:12][CH3:13])[cH:10][cH:11]1)=[O:23]. Reactants: BrB(Br)Br, C=C(C)C, COc1ccc2c(Cl)c(CC3CCN(C4CCCCC4)C3=O)sc2c1, ClCCl. Product: O=C1C(Cc2sc3cc(O)ccc3c2Cl)CCN1C1CCCCC1. RXN SMILES: [B:30]([Br:31])([Br:32])[Br:33].[CH3:26][C:27](=[CH2:28])[CH3:29].[Cl:1][c:2]1[c:3]2[c:4]([s:5][c:6]1[CH2:7][CH:8]1[C:9](=[O:19])[N:10]([CH:13]3[CH2:14][CH2:15][CH2:16][CH2:17][CH2:18]3)[CH2:11][CH2:12]1)[cH:20][c:21]([O:24][CH3:25])[cH:22][cH:23]2.[Cl:34][CH2:35][Cl:36]>>[Cl:1][c:2]1[c:3]2[c:4]([s:5][c:6]1[CH2:7][CH:8]1[C:9](=[O:19])[N:10]([CH:13]3[CH2:14][CH2:15][CH2:16][CH2:17][CH2:18]3)[CH2:11][CH2:12]1)[cH:20][c:21]([OH:24])[cH:22][cH:23]2. Starting materials: IC (iodomethane), C1=CC=CC=2OC3=CC=CC=C3C(C12)C(=O)OC (methyl 9H-xanthene-9-carboxylate), solution, [Li+].CC(C)[N-]C(C)C (LDA), [Cl-].[NH4+] (ammonium chloride). The solvent is C1CCOC1 (THF). Reaction conditions: time 1 hour. Product: CC1(C2=CC=CC=C2OC=2C=CC=CC12)C(=O)OC (Methyl 9-methyl-9H-xanthene-9-carboxylate). Isolated yield 75.0%. RXN SMILES: [CH:1]1[C:14]2[CH:13]([C:15]([O:17][CH3:18])=[O:16])[C:12]3[C:7](=[CH:8][CH:9]=[CH:10][CH:11]=3)[O:6][C:5]=2[CH:4]=[CH:3][CH:2]=1.[Li+].[CH3:20]C([N-]C(C)C)C.IC.[Cl-].[NH4+]>C1COCC1>[CH3:20][C:13]1([C:15]([O:17][CH3:18])=[O:16])[C:14]2[CH:1]=[CH:2][CH:3]=[CH:4][C:5]=2[O:6][C:7]2[C:12]1=[CH:11][CH:10]=[CH:9][CH:8]=2 |f:1.2,4.5|. Reported procedure: 3.25 g (13.53 mmol) of methyl 9H-xanthene-9-carboxylate are dissolved in 70 ml THF, the solution is cooled with an ice bath and 10.15 ml (20.29 mmol) of a 2M solution of LDA are added drop wise whilst keeping the temperature at 0° C. After stirring at room temperature for 1 hr, 1.68 ml (27.06 mmol) of iodomethane are added drop wise and the system is stirred at rt overnight. The solution is poured over excess of saturated solution of ammonium chloride and is extracted thrice with ethyl ether. Af...